Task: describe an organic reaction: reactants, conditions, products, and yield. Dataset: the Open Reaction Database (ORD), a public repository of structured organic reaction records Starting materials: O=Cc1cc(Br)ccc1OCCBr, Oc1cccc(Br)c1, [I-], [K+], [K+], [K+], O=C([O-])[O-], CN(C)C=O. The product is O=Cc1cc(Br)ccc1OCCOc1cccc(Br)c1. Reaction SMILES: [Br:1][c:2]1[cH:3][cH:4][c:5]([O:10][CH2:11][CH2:12][Br:13])[c:6]([CH:7]=[O:8])[cH:9]1.[Br:22][c:23]1[cH:24][c:25]([OH:29])[cH:26][cH:27][cH:28]1.[I-:21].[K+:14].[K+:15].[K+:20].[O-:16][C:17]([O-:18])=[O:19].[O:30]=[CH:31][N:32]([CH3:33])[CH3:34]>>[Br:1][c:2]1[cH:3][cH:4][c:5]([O:10][CH2:11][CH2:12][O:29][c:25]2[cH:24][c:23]([Br:22])[cH:28][cH:27][cH:26]2)[c:6]([CH:7]=[O:8])[cH:9]1. Procedure: Reduce 3-azidoperhydroazocin-2-one (Example 3) to 3-aminoperhydroazocin-2-one using 10% Pd/C in ethanol. NMR (CDCl3, TMS): δ 1.67 (broad s, 8H), δ 2.25 (broad s, 2H), δ 3.35 (m, 2H), δ 3.8 (m, 1H), δ 7.0 (broad, 1H). Hydrogenate a solution of 1.42 g of this amine, 0.59 g acetic acid and 3.09 g ethyl 2-oxo-4-phenylbutyrate in 50 ml ethanol over 10% Pd/C catalyst. AFter filtration and concentration of the reaction, purify the product by chromatography over silica gel to isolate 3-[(1-ethoxycarbony... The reagents and catalysts are [Pd] (Pd/C). Reaction SMILES: [N:1]([CH:4]1[CH2:11][CH2:10][CH2:9][CH2:8][CH2:7][N:6](C(C(O)=O)C)[C:5]1=[O:17])=[N+]=[N-].NC1CCCCCNC1=O.C(O)(=O)C.O=[C:33]([CH2:39][CH2:40][C:41]1[CH:46]=[CH:45][CH:44]=[CH:43][CH:42]=1)[C:34]([O:36][CH2:37][CH3:38])=[O:35]>C(O)C.[Pd]>[CH2:37]([O:36][C:34]([CH:33]([NH:1][CH:4]1[CH2:11][CH2:10][CH2:9][CH2:8][CH2:7][NH:6][C:5]1=[O:17])[CH2:39][CH2:40][C:41]1[CH:42]=[CH:43][CH:44]=[CH:45][CH:46]=1)=[O:35])[CH3:38]. The product is C(C)OC(=O)C(CCC1=CC=CC=C1)NC1C(NCCCCC1)=O (3-[(1-ethoxycarbonyl-3-phenyl-1-propyl)amino]perhydroazocin-2-one). Solvent: C(C)O (ethanol), C(C)O (ethanol). The reactants are N(=[N+]=[N-])C1C(N(CCCCC1)C(C)C(=O)O)=O (3-azido-1-(1-carboxyethyl)-perhydroazocin-2-one), O=C(C(=O)OCC)CCC1=CC=CC=C1 (ethyl 2-oxo-4-phenylbutyrate), C(C)(=O)O (acetic acid), NC1C(NCCCCC1)=O (3-aminoperhydroazocin-2-one), amine.